From a dataset of the Open Reaction Database (ORD), a public repository of structured organic reaction records. describe an organic reaction: reactants, conditions, products, and yield Starting materials: [Br-], Br, CC#N, [Na+], [Na+], N#C[S-], Oc1cccc2c1CCCC2. Yields the product N#CSc1ccc(O)c2c1CCCC2. As a reaction SMILES: [Br-:17].[Br:18].[CH3:19][C:20]#[N:21].[Na+:12].[Na+:16].[S-:13][C:14]#[N:15].[c:1]1([OH:11])[cH:2][cH:3][cH:4][c:5]2[c:10]1[CH2:9][CH2:8][CH2:7][CH2:6]2>>[c:1]1([OH:11])[cH:2][cH:3][c:4]([S:13][C:14]#[N:15])[c:5]2[c:10]1[CH2:9][CH2:8][CH2:7][CH2:6]2.